Dataset: the Open Reaction Database (ORD), a public repository of structured organic reaction records. Task: describe an organic reaction: reactants, conditions, products, and yield Reactants: O=C1CCC(=O)N1Br, ClCCl, Cc1ccc(CCCO)cc1C, c1ccc(P(c2ccccc2)c2ccccc2)cc1. The product is Cc1ccc(CCCBr)cc1C. RXN SMILES: [Br:32][N:33]1[C:34](=[O:35])[CH2:36][CH2:37][C:38]1=[O:39].[CH2:40]([Cl:41])[Cl:42].[CH3:1][c:2]1[cH:3][c:4]([CH2:9][CH2:10][CH2:11][OH:12])[cH:5][cH:6][c:7]1[CH3:8].[c:13]1([P:14]([c:15]2[cH:16][cH:17][cH:18][cH:19][cH:20]2)[c:21]2[cH:22][cH:23][cH:24][cH:25][cH:26]2)[cH:27][cH:28][cH:29][cH:30][cH:31]1>>[CH3:1][c:2]1[cH:3][c:4]([CH2:9][CH2:10][CH2:11][Br:32])[cH:5][cH:6][c:7]1[CH3:8]. Reactants: C(#N)C1=CC=C(C=C1)NC(CC(=O)OCC)=O (ethyl 3-[(4-cyanophenyl)amino]-3-oxopropanoate), C([O-])([O-])=O.[K+].[K+] (potassium carbonate), BrCCBr (1,2-dibromoethane). Solvent: CN(C=O)C (dimethylformamide). The product is C(#N)C1=CC=C(C=C1)NC(=O)C1(CC1)C(=O)OCC (ethyl 1-(4-cyanophenylaminocarbonyl)cyclopropanecarboxylate). Isolated yield 46.5%. Reaction SMILES: [C:1]([C:3]1[CH:8]=[CH:7][C:6]([NH:9][C:10](=[O:17])[CH2:11][C:12]([O:14][CH2:15][CH3:16])=[O:13])=[CH:5][CH:4]=1)#[N:2].C(=O)([O-])[O-].[K+].[K+].Br[CH2:25][CH2:26]Br>CN(C)C=O>[C:1]([C:3]1[CH:4]=[CH:5][C:6]([NH:9][C:10]([C:11]2([C:12]([O:14][CH2:15][CH3:16])=[O:13])[CH2:26][CH2:25]2)=[O:17])=[CH:7][CH:8]=1)#[N:2] |f:1.2.3|. Reported procedure: In a manner similar to the procedure described in Example B except that a 100 milliliter three-necked Morton flask was used, 10.0 grams (43.0 mmol) of ethyl 3-[(4-cyanophenyl)amino]-3-oxopropanoate, 14.8 grams (108.0 mmol) of anhydrous potassium carbonate, 40 milliliters of anhydrous dimethylformamide and 3.7 milliliters (43.0 mmol) of 1,2-dibromoethane were reacted for a period of 8 days to give 5.19 grams (20.0 mmol) of ethyl 1-(4-cyanophenylaminocarbonyl)cyclopropanecarboxylate as a colorless... The reactants are O.O.[Sn](Cl)Cl (tin(II) dichloride dihydrate), C(#N)C1=CC=C(C=C1)NC1=C(C=NC=C1)[N+](=O)[O-] (4-[N-(4-Cyanophenyl)amino]-3-nitropyridine), ice. The solvent is Cl (hydrochloric acid), O (water), C(C)O (ethanol). Yields the product NC=1C=NC=CC1NC1=CC=C(C=C1)C#N (3-Amino-4-[N-(4-cyanophenyl)amino]pyridine). Isolated yield 88.6%. RXN SMILES: O.O.[Sn](Cl)Cl.[C:6]([C:8]1[CH:13]=[CH:12][C:11]([NH:14][C:15]2[CH:20]=[CH:19][N:18]=[CH:17][C:16]=2[N+:21]([O-])=O)=[CH:10][CH:9]=1)#[N:7]>Cl.O.C(O)C>[NH2:21][C:16]1[CH:17]=[N:18][CH:19]=[CH:20][C:15]=1[NH:14][C:11]1[CH:12]=[CH:13][C:8]([C:6]#[N:7])=[CH:9][CH:10]=1 |f:0.1.2|. Procedure details: According to a modification of the method of Pharm. Helv. Acta, 50, 188 (1975), tin(II) dichloride dihydrate (56.4 g, 250 mmol) was added to a suspension of 4-[N-(4-cyanophenyl)amino]-3-nitropyridine (see part (a)) (12.0 g, 50 mmol) in 2N aqueous hydrochloric acid (35 ml), water (150 ml) and ethanol (75 ml) and the resulting mixture was heated under reflux for 10 minutes under nitrogen. The mixture was cooled in ice, poured into ice-cold 2N aqueous sodium hydroxide (400 ml) and filtered The crea... Reactants: BrC1=CC=C2C=CN(C2=C1)C (6-bromo-1-methyl-1H-indole), FC(C1=CC=C(C=C1)B(O)O)(F)F (4-trifluoromethylbenzeneboronic acid), [Na] (sodium), C([O-])([O-])=O (carbonate). Reagents/catalysts: [Pd].C1(=CC=CC=C1)P(C1=CC=CC=C1)C1=CC=CC=C1.C1(=CC=CC=C1)P(C1=CC=CC=C1)C1=CC=CC=C1.C1(=CC=CC=C1)P(C1=CC=CC=C1)C1=CC=CC=C1.C1(=CC=CC=C1)P(C1=CC=CC=C1)C1=CC=CC=C1 (tetrakis(triphenylphosphine) palladium). Solvent: O (water), C(C)O (ethanol), C1(=CC=CC=C1)C (toluene). Product: FC(C1=CC=C(C=C1)C1=CC=C2C=CN(C2=C1)C)(F)F (6-(4-Trifluoromethylphenyl)-1-methyl-1H-indole). Isolated yield 50.8%. RXN SMILES: Br[C:2]1[CH:10]=[C:9]2[C:5]([CH:6]=[CH:7][N:8]2[CH3:11])=[CH:4][CH:3]=1.[F:12][C:13]([F:24])([F:23])[C:14]1[CH:19]=[CH:18][C:17](B(O)O)=[CH:16][CH:15]=1.[Na].C(=O)([O-])[O-]>O.C(O)C.C1(C)C=CC=CC=1.[Pd].C1(P(C2C=CC=CC=2)C2C=CC=CC=2)C=CC=CC=1.C1(P(C2C=CC=CC=2)C2C=CC=CC=2)C=CC=CC=1.C1(P(C2C=CC=CC=2)C2C=CC=CC=2)C=CC=CC=1.C1(P(C2C=CC=CC=2)C2C=CC=CC=2)C=CC=CC=1>[F:12][C:13]([F:24])([F:23])[C:14]1[CH:19]=[CH:18][C:17]([C:2]2[CH:10]=[C:9]3[C:5]([CH:6]=[CH:7][N:8]3[CH3:11])=[CH:4][CH:3]=2)=[CH:16][CH:15]=1 |f:7.8.9.10.11,^1:24|. Procedure details: The mixture of 6-bromo-1-methyl-1H-indole (0.216 g, 1.03 mmol), 4-trifluoromethylbenzeneboronic acid (0.216 g, 1.14 mmol), tetrakis(triphenylphosphine) palladium (0.0541 g, 0.0468 mmol) and sodium, carbonate (0.438 g, 4.13 mmol) in water (2.5 mL), ethanol (1 mL) and toluene (5 mL) was refluxed for 1.6 hours. The mixture was cooled to room temperature then evaporated to dryness. The residue was partitioned in methylene chloride and water. The organic phase was washed with water, brine, dried over...